From a dataset of the Open Reaction Database (ORD), a public repository of structured organic reaction records. describe an organic reaction: reactants, conditions, products, and yield Reactants: C1(CC1)N (cyclopropylamine), C(=O)(O)C1=CC=C(C=C1)N1N=CC2=CC(=CC=C12)C(=O)O (1-(4-carboxyphenyl)-1H-indazole-5-carboxylic acid), OC1CCN(CC1)C1=CC=C(N)C=C1 (4-(4-hydroxypiperidin-1-yl)aniline). The product is C1(CC1)NC(=O)C=1C=C2C=NN(C2=CC1)C1=CC=C(C=C1)C(NC1=CC=C(C=C1)N1CCC(CC1)O)=O (N-Cyclopropyl-1-(4-((4-(4-hydroxypiperidin-1-yl)phenyl)carbamoyl)phenyl)-1H-indazole-5-carboxamide). Reaction SMILES: [CH:1]1([NH2:4])[CH2:3][CH2:2]1.[C:5]([C:8]1[CH:13]=[CH:12][C:11]([N:14]2[C:22]3[C:17](=[CH:18][C:19]([C:23]([OH:25])=O)=[CH:20][CH:21]=3)[CH:16]=[N:15]2)=[CH:10][CH:9]=1)([OH:7])=O.[OH:26][CH:27]1[CH2:32][CH2:31][N:30]([C:33]2[CH:39]=[CH:38][C:36]([NH2:37])=[CH:35][CH:34]=2)[CH2:29][CH2:28]1>>[CH:1]1([NH:4][C:23]([C:19]2[CH:18]=[C:17]3[C:22](=[CH:21][CH:20]=2)[N:14]([C:11]2[CH:10]=[CH:9][C:8]([C:5](=[O:7])[NH:37][C:36]4[CH:38]=[CH:39][C:33]([N:30]5[CH2:29][CH2:28][CH:27]([OH:26])[CH2:32][CH2:31]5)=[CH:34][CH:35]=4)=[CH:13][CH:12]=2)[N:15]=[CH:16]3)=[O:25])[CH2:3][CH2:2]1. Procedure details: Compound 950 was prepared according to the procedure described in Scheme IV from cyclopropylamine, 1-(4-carboxyphenyl)-1H-indazole-5-carboxylic acid, and 4-(4-hydroxypiperidin-1-yl)aniline. [M+H]+ calcd for C29H29N5O3: 496.23; found: 496.02. The reactants are C(C)(C)(C)OC(=O)NC1(CCN(CC1)C=1C2=C(N=CN1)NC=C2)C(=O)O (4-(tert-Butoxycarbonylamino)-1-(7H-pyrrolo[2,3-d]pyrimidin-4-yl)piperidine-4-carboxylic acid), C(C)(C)(C)OC(=O)NC1(CCN(CC1)C=1C2=C(N=CN1)NC=C2)C(=O)O (4-(tert-Butoxycarbonylamino)-1-(7H-pyrrolo[2,3-d]pyrimidin-4-yl)piperidine-4-carboxylic acid), ClC1=CC=C(C=C1)C(C)N (1-(4-chlorophenyl)ethanamine), CN(CCCN=C=NCC)C (N-(3-dimethylaminopropyl)-3-ethylcarbodiimide), ON1N=NC2=C1C=CC=C2 (1-hydroxybenzotriazole). Solvent: CN(C)C=O (DMF). Conditions: time 16 hour. The product is NC1(CCN(CC1)C=1C2=C(N=CN1)NC=C2)C(=O)NC(C)C2=CC=C(C=C2)Cl (4-amino-N-(1-(4-chlorophenyl)ethyl)-1-(7H-pyrrolo[2,3-d]pyrimidin-4-yl)piperidine-4-carboxamide). As a reaction SMILES: C(OC([NH:8][C:9]1([C:24]([OH:26])=O)[CH2:14][CH2:13][N:12]([C:15]2[C:16]3[CH:23]=[CH:22][NH:21][C:17]=3[N:18]=[CH:19][N:20]=2)[CH2:11][CH2:10]1)=O)(C)(C)C.[Cl:27][C:28]1[CH:33]=[CH:32][C:31]([CH:34]([NH2:36])[CH3:35])=[CH:30][CH:29]=1.CN(C)CCCN=C=NCC.ON1C2C=CC=CC=2N=N1>CN(C=O)C>[NH2:8][C:9]1([C:24]([NH:36][CH:34]([C:31]2[CH:32]=[CH:33][C:28]([Cl:27])=[CH:29][CH:30]=2)[CH3:35])=[O:26])[CH2:10][CH2:11][N:12]([C:15]2[C:16]3[CH:23]=[CH:22][NH:21][C:17]=3[N:18]=[CH:19][N:20]=2)[CH2:13][CH2:14]1. Procedure details: 4-(tert-Butoxycarbonylamino)-1-(7H-pyrrolo[2,3-d]pyrimidin-4-yl)piperidine-4-carboxylic acid (Intermediate 1) (362 mg), 1-(4-chlorophenyl)ethanamine (172 mg), N-(3-dimethylaminopropyl)-3-ethylcarbodiimide (231 mg) and 1-hydroxybenzotriazole (163 mg) were stirred together in DMF (2 mL) under nitrogen for 16 hours. The reaction mixture was partitioned between EtOAc (20 mL) and brine (4×20 mL). The organics were combined, dried over MgSO4 and evaporated in vacuo. The resultant white solid was disso... Run in C(C)O (ethanol). As a reaction SMILES: CC1(C)[O:9][C:8](=[O:10])[C:5]2([CH2:7][CH2:6]2)[C:4](=[O:11])O1.[F:13][C:14]1[CH:15]=[C:16]([CH:18]=[CH:19][C:20]=1[F:21])[NH2:17]>C(O)C>[F:13][C:14]1[CH:15]=[C:16]([N:17]2[CH2:6][CH2:7][CH:5]([C:8]([OH:9])=[O:10])[C:4]2=[O:11])[CH:18]=[CH:19][C:20]=1[F:21]. The product is FC=1C=C(C=CC1F)N1C(C(CC1)C(=O)O)=O (1-(3,4-difluorophenyl)-2-oxopyrrolidine-3-carboxylic acid). The reactants are CC1(OC(C2(CC2)C(O1)=O)=O)C (6,6-dimethyl-5,7-dioxaspiro[2.5]octane-4,8-dione), FC=1C=C(N)C=CC1F (3,4-difluoroaniline). Procedure: This compound was prepared according to general method 1 starting from 6,6-dimethyl-5,7-dioxaspiro[2.5]octane-4,8-dione (0.250 g; 1.45 mmol) and 3,4-difluoroaniline (0.442 mL; 4.36 mmol) in ethanol (3 mL). 1-(3,4-difluorophenyl)-2-oxopyrrolidine-3-carboxylic acid 0.172 g (70%) was obtained as a white solid. Yield: 49.2%. Starting materials: [OH-].[Na+] (sodium hydroxide), Cl (hydrochloric acid), C(#N)C1C(N=CN1)=NCC1=CC=CC=C1 (5-cyano-4-phenylmethylimino-1H-imidazole), C(C)(=O)[O-].[Na+].C(C)(=O)O (sodium acetate acetic acid), C(#N)[BH3-].[Na+] (sodium cyanoborohydride). The solvent is C(C)(=O)O (acetic acid), CO (methanol). Reaction conditions: time 17 hour. The product is C(#N)C1=C(N=CN1)NCC1=CC=CC=C1 (5-cyano-4-phenylmethylamino-1H-imidazole). Isolated yield 30.3%. Reaction SMILES: [C:1]([CH:3]1[NH:7][CH:6]=[N:5][C:4]1=[N:8][CH2:9][C:10]1[CH:15]=[CH:14][CH:13]=[CH:12][CH:11]=1)#[N:2].C([O-])(=O)C.[Na+].C(O)(=O)C.C([BH3-])#N.[Na+].[OH-].[Na+].Cl>CO.C(O)(=O)C>[C:1]([C:3]1[NH:7][CH:6]=[N:5][C:4]=1[NH:8][CH2:9][C:10]1[CH:15]=[CH:14][CH:13]=[CH:12][CH:11]=1)#[N:2] |f:1.2.3,4.5,6.7|. Procedure details: To a stirred solution of 5-cyano-4-phenylmethylimino-1H-imidazole (0.7 g, 0.004 mole) in 10 ml of methanol was added 5 ml of a 1M sodium acetate/acetic acid buffer (pH=6), followed by sodium cyanoborohydride (0.5 g, 0.008 mole). The pH of the reaction mixture was adjusted to 6 by the dropwise addition of acetic acid. The reaction mixture was stirred at ambient temperature for 17 hours, and the pH was adjusted to 10 with aqueous 5% sodium hydroxide. The pH of the reaction mixture was readjusted t... The yield is 58.7%. Reaction SMILES: C(O[CH:5]([O:9]C(=O)C)[C:6](Cl)=[O:7])(=O)C.[Cl:13][C:14]1[C:15]([N+:21]([O-:23])=[O:22])=[C:16]([CH:18]=[CH:19][CH:20]=1)[NH2:17].C(=O)([O-])O.[K+].[Cl-].O[NH3+].S(=O)(=O)(O)O>C1COCC1.O>[Cl:13][C:14]1[C:15]([N+:21]([O-:23])=[O:22])=[C:16]2[C:18]([C:6](=[O:7])[C:5](=[O:9])[NH:17]2)=[CH:19][CH:20]=1 |f:2.3,4.5|. Run in O (water), O (water), C1CCOC1 (THF), C1CCOC1 (THF). Reactants: resultant mixture, [Cl-].O[NH3+] (hydroxylammonium chloride), resultant mixture, S(O)(O)(=O)=O (sulfuric acid), C(C)(=O)OC(C(=O)Cl)OC(C)=O (2-chloro-2-oxoethane-1,1-diyl diacetate), ClC=1C(=C(N)C=CC1)[N+](=O)[O-] (3-chloro-2-nitroaniline), C(O)([O-])=O.[K+] (potassium hydrogen carbonate), resultant mixture. Product: ClC1=CC=C2C(C(NC2=C1[N+](=O)[O-])=O)=O (6-Chloro-7-nitro-1H-indole-2,3-dione). Reported procedure: A solution of 2-chloro-2-oxoethane-1,1-diyl diacetate (70.7 g, 363 mmol) in THF (225 mL) was added dropwise to a mixture of 3-chloro-2-nitroaniline (44.7 g, 259 mmol) and potassium hydrogen carbonate (130 g, 1.30 mmol) in THF (450 mL) at 0° C. The resultant mixture was stirred at room temperature for 4 h, filtered and concentrated in vacuo. The residue was diluted with ethanol (450 mL) and a solution of hydroxylammonium chloride (90.0 g, 1.30 mmol) in water (225 mL) was added to the mixture at r... The reactants are NC1=C2CCN(CC2=CC=C1)C (5-amino-2-methyl-1,2,3,4-tetrahydroisoquinoline), BrC=1C(=CC(=C(C(=O)O)C1)OC)C (5-Bromo-2-methoxy-4-methylbenzoic acid), 1-(3-dimethyl-aminopropyl)-3-ethylcarbodiimide hydrochloride, ON1N=NC2=C1C=CC=C2 (1-hydroxy-benzotriazole). Solvent: CN(C)C=O (DMF). The product is CN1CC2=CC=CC(=C2CC1)NC(C1=C(C=C(C(=C1)Br)C)OC)=O (N-(2-Methyl-1,2,3,4-tetrahydroisoquinolin-5-yl)-5-bromo-2-methoxy-4-methylbenzamide). Yield: 53.9%. As a reaction SMILES: [Br:1][C:2]1[C:3]([CH3:13])=[CH:4][C:5]([O:11][CH3:12])=[C:6]([CH:10]=1)[C:7]([OH:9])=O.ON1C2C=CC=CC=2N=N1.[NH2:24][C:25]1[CH:34]=[CH:33][CH:32]=[C:31]2[C:26]=1[CH2:27][CH2:28][N:29]([CH3:35])[CH2:30]2>CN(C=O)C>[CH3:35][N:29]1[CH2:28][CH2:27][C:26]2[C:31](=[CH:32][CH:33]=[CH:34][C:25]=2[NH:24][C:7](=[O:9])[C:6]2[CH:10]=[C:2]([Br:1])[C:3]([CH3:13])=[CH:4][C:5]=2[O:11][CH3:12])[CH2:30]1. Procedure: 5-Bromo-2-methoxy-4-methylbenzoic acid (0.245 g, 1 mmol), 1-(3-dimethyl-aminopropyl)-3-ethylcarbodiimide hydrochloride (0.200 g, 1 mmol) and 1-hydroxy-benzotriazole (0.155 g, 1 mmol) were dissolved in dry DMF (10 ml) and stirred at room temperature under argon for 25 mins before 5-amino-2-methyl-1,2,3,4-tetrahydroisoquinoline (0.163 g, 1 mmol) was added. The mixture was then stirred for 24 under argon at room temperature. The DMF was removed in vacuo and the residue suspended in ethyl acethate a... The reactants are C(C1=CC=CC=C1)OC(NC=1C=NC=C(C1)Br)=O ((5-Bromo-pyridin-3-yl)-carbamic acid benzyl ester), Br (hydrogen bromide). Conditions: time 4 hour. Yields the product Br.Br.BrC=1C=C(C=NC1)N (5-Bromo-pyridin-3-ylamine dihydrobromide), colored solid. The yield is 94.0%. Reaction SMILES: C(OC(=O)[NH:10][C:11]1[CH:12]=[N:13][CH:14]=[C:15]([Br:17])[CH:16]=1)C1C=CC=CC=1.[BrH:19]>>[BrH:17].[BrH:19].[Br:17][C:15]1[CH:16]=[C:11]([NH2:10])[CH:12]=[N:13][CH:14]=1 |f:2.3.4|. Procedure: A suspension of the product of Example 231A (200 mg, 0.6512 mmol) in a hydrogen bromide solution (33 weight % HBr in acetic acid, 3 mL) was stirred at room temperature for 4 hours. The solvent was removed by rotary evaporation in vacuo and the residue azeotroped with dry toluene (10 mL) to afford the title compound as a light peach colored solid (205 mg, 94%). The reactants are O=C(CNC(=O)C1=CC=C(C=C1)C1=CC=CC=C1)N1CCNCC1 (Biphenyl-4-carboxylic acid (2-oxo-2-piperazin-1-yl-ethyl)-amide), CCN(C(C)C)C(C)C (DIPEA), FC1=C(C(=O)O)C(=CC=C1)C(F)(F)F (2-fluoro-6-trifluoromethyl-benzoic acid), C=1C=CC2=C(C1)N=NN2O (HOBT), CCN=C=NCCCN(C)C (EDCI). Solvent: O (water), CN(C)C=O (DMF). Run at time 2 minute. Product: FC1=C(C(=O)N2CCN(CC2)C(CNC(=O)C2=CC=C(C=C2)C2=CC=CC=C2)=O)C(=CC=C1)C(F)(F)F (biphenyl-4-carboxylic acid {2-[4-(2-fluoro-6-trifluoromethyl-benzoyl)-piperazin-1-yl]-2-oxo-ethyl}-amide). Yield: 50.8%. As a reaction SMILES: CCN(C(C)C)C(C)C.[F:10][C:11]1[CH:19]=[CH:18][CH:17]=[C:16]([C:20]([F:23])([F:22])[F:21])[C:12]=1[C:13]([OH:15])=O.C1C=CC2N(O)N=NC=2C=1.CCN=C=NCCCN(C)C.[O:45]=[C:46]([N:63]1[CH2:68][CH2:67][NH:66][CH2:65][CH2:64]1)[CH2:47][NH:48][C:49]([C:51]1[CH:56]=[CH:55][C:54]([C:57]2[CH:62]=[CH:61][CH:60]=[CH:59][CH:58]=2)=[CH:53][CH:52]=1)=[O:50]>CN(C=O)C.O>[F:10][C:11]1[CH:19]=[CH:18][CH:17]=[C:16]([C:20]([F:23])([F:22])[F:21])[C:12]=1[C:13]([N:66]1[CH2:65][CH2:64][N:63]([C:46](=[O:45])[CH2:47][NH:48][C:49]([C:51]2[CH:56]=[CH:55][C:54]([C:57]3[CH:62]=[CH:61][CH:60]=[CH:59][CH:58]=3)=[CH:53][CH:52]=2)=[O:50])[CH2:68][CH2:67]1)=[O:15]. Procedure details: DIPEA (118 mg, 0.16 mL, 0.92 mmol) was added to a stirred solution of 2-fluoro-6-trifluoromethyl-benzoic acid (48 mg, 0.23 mmol) in DMF (2 mL). HOBT (46 mg, 0.35 mmol) and EDCI (100 mg, 0.57 mmol) were then added at room temperature. After 2 minutes, Biphenyl-4-carboxylic acid (2-oxo-2-piperazin-1-yl-ethyl)-amide (75 mg, 0.23 mmol) was added and the resulting mixture was stirred at room temperature overnight. Cold water was then added and the product was extracted with EtOAc and the organic laye... Starting materials: Cl (hydrochloric acid), C1(=CC=C(C=C1)S(=O)(=O)O)C (p-toluenesulphonic acid), C(C1=CC=CC=C1)(=O)[C@@H](C[C@H]1[C@@H](N(C(O1)(C)C)C(=O)OC(C)(C)C)CC1CCCCC1)C(C)C (t-butyl (4S,5S)-5-[(S)-2-benzoyl-3-methylbutyl]-4-(cyclohexylmethyl)-2,2-dimethyl-3-oxazolidinecarboxylate), C([O-])(O)=O.[Na+] (sodium bicarbonate), C(OC)(OC)OC (trimethyl orthoformate). Solvent: CO (methanol), CO (methanol). Run at time 20 hour. Product: C1(CCCCC1)C[C@H](N)[C@H]1OC([C@@H](C1)C(C)C)(C1=CC=CC=C1)OC ((αS,2S,4S)-α-(cyclohexylmethyl)tetrahydro-4-isopropyl-5-methoxy-5-phenyl-2-furanmethanamine). As a reaction SMILES: [C:1]([C@H:9]([CH:32]([CH3:34])[CH3:33])[CH2:10][C@@H:11]1[O:15]C(C)(C)[N:13](C(OC(C)(C)C)=O)[C@H:12]1[CH2:25][CH:26]1[CH2:31][CH2:30][CH2:29][CH2:28][CH2:27]1)(=[O:8])C1C=CC=CC=1.Cl.C(OC)(OC)OC.[C:43]1(C)[CH:48]=[CH:47][C:46](S(O)(=O)=O)=[CH:45][CH:44]=1.[C:54](=O)(O)[O-].[Na+]>CO>[CH:26]1([CH2:25][C@@H:12]([C@@H:11]2[CH2:10][C@@H:9]([CH:32]([CH3:33])[CH3:34])[C:1]([O:8][CH3:54])([C:43]3[CH:48]=[CH:47][CH:46]=[CH:45][CH:44]=3)[O:15]2)[NH2:13])[CH2:27][CH2:28][CH2:29][CH2:30][CH2:31]1 |f:4.5|. Procedure: 400 mg (0.85 mmol) of t-butyl (4S,5S)-5-[(S)-2-benzoyl-3-methylbutyl]-4-(cyclohexylmethyl)-2,2-dimethyl-3-oxazolidinecarboxylate are dissolved in 15 ml of methanol and treated with 4.7 ml (18 mmol) of 3.9M hydrochloric acid in methanol. The reaction mixture is thereafter stirred at room temperature for 20 hours and subsequently evaporated under reduced pressure. The residue is dissolved in 5 ml of methanol and the solution is treated with 0.2 ml (1.8 mmol) of trimethyl orthoformate and a few cry...